This data is from the Open Reaction Database (ORD), a public repository of structured organic reaction records. The task is: describe an organic reaction: reactants, conditions, products, and yield The yield is 64.5%. Reported procedure: ##STR17## 150 mmoles of (4) in 150 ml of ether are added dropwise, at boiling temperature, to 160 mmoles of Mg in 150 ml of ether and the mixture is boiled under reflux for 1 hour. 458 mmoles of HCON(CH3)2 in 50 ml of ether are then added dropwise at -40° C. in the course of 1.5 hours and the mixture is stirred for 2 hours (temperature rises to -20° C.); distillation in vacuo gives a 75% yield of (6). ##STR18## 452 mmoles of 1-bromovinyltrimethylsilane [1*] in 100 ml of tetrahydrofuran are added... The reactants are ##STR22##, O([Na])C(C)(C)C (NaOC(CH3)3), ( 11 ), ( 12c+t ), ( 11 ), N1=CC=CC=C1 (pyridine), OS(=O)(=O)O (H2SO4), CO (methanol). Conditions: time 48 hour. As a reaction SMILES: O([C:3]([CH3:6])([CH3:5])[CH3:4])[Na].OS(O)(=O)=O.C[OH:13].N1[CH:19]=[CH:18][CH:17]=[CH:16][CH:15]=1>OC(C)(C)C.CCOCC.CC1CCCCC1>[C:3]1([CH3:6])[CH:5]=[C:16]([CH3:15])[CH:17]=[C:18]([CH3:19])[C:4]=1[OH:13]. Yields the product ( 9 ), C1(=C(C(=CC(=C1)C)C)O)C (mesitol). Run in OC(C)(C)C (HOC(CH3)3), CCOCC (ether), CC1CCCCC1 (methylcyclohexane). Starting materials: ClCCl, CCN=C=NCCCN(C)C, CN1CCOCC1, CC1(C)COC(=O)N1CC1(C2CCCCC2)CC[NH2+]CC1, [Cl-], O=C1CC(C(=O)O)C(c2ccc(Cl)cc2)C1, Cl, On1nnc2ccccc21. Yields the product CC1(C)COC(=O)N1CC1(C2CCCCC2)CCN(C(=O)C2CC(=O)CC2c2ccc(Cl)cc2)CC1. As a reaction SMILES: [CH2:68]([Cl:69])[Cl:70].[CH3:18][N:19]([CH3:20])[CH2:21][CH2:22][CH2:23][N:24]=[C:25]=[N:26][CH2:27][CH3:28].[CH3:39][N:40]1[CH2:41][CH2:42][O:43][CH2:44][CH2:45]1.[CH:47]1([C:53]2([CH2:59][N:60]3[C:61](=[O:67])[O:62][CH2:63][C:64]3([CH3:65])[CH3:66])[CH2:54][CH2:55][NH2+:56][CH2:57][CH2:58]2)[CH2:48][CH2:49][CH2:50][CH2:51][CH2:52]1.[Cl-:46].[Cl:1][c:2]1[cH:3][cH:4][c:5]([CH:8]2[CH:9]([C:14](=[O:15])[OH:16])[CH2:10][C:11](=[O:13])[CH2:12]2)[cH:6][cH:7]1.[ClH:17].[OH:29][n:30]1[c:31]2[cH:32][cH:33][cH:34][cH:35][c:36]2[n:37][n:38]1>>[Cl:1][c:2]1[cH:3][cH:4][c:5]([CH:8]2[CH:9]([C:14](=[O:16])[N:56]3[CH2:55][CH2:54][C:53]([CH:47]4[CH2:48][CH2:49][CH2:50][CH2:51][CH2:52]4)([CH2:59][N:60]4[C:61](=[O:67])[O:62][CH2:63][C:64]4([CH3:65])[CH3:66])[CH2:58][CH2:57]3)[CH2:10][C:11](=[O:13])[CH2:12]2)[cH:6][cH:7]1. Reactants: ice water, C(C)(C)(C)OC(=O)CN(C=1C=C2C(CN(C2=CC1)C(NC)=O)C(=O)OC)S(=O)(=O)C1=CC(=CC(=C1)Cl)Cl (methyl 5-[tert-butoxycarbonylmethyl-(3,5-dichloro-phenylsulphonyl)-amino]-1-methylcarbamoyl-2,3-dihydro-1H-indole-3-carboxylate), [BH4-].[Li+] (lithium borohydride), C(C)(=O)OCC (ethyl acetate), C(CC(O)(C(=O)O)CC(=O)O)(=O)O (citric acid). Run in O1CCCC1 (tetrahydrofuran). Conditions: temperature 0 celsius, time 1 hour. The product is ClC=1C=C(C=C(C1)Cl)S(=O)(=O)N(C=1C=C2C(CN(C2=CC1)C(NC)=O)CO)CC(=O)OC(C)(C)C (tert.butyl [(3,5-dichloro-phenylsulphonyl)-(3-hydroxymethyl-1-methylcarbamoyl-2,3-dihydro-1H-indol-5-yl)-amino]-acetate). Reaction SMILES: [C:1]([O:5][C:6]([CH2:8][N:9]([S:27]([C:30]1[CH:35]=[C:34]([Cl:36])[CH:33]=[C:32]([Cl:37])[CH:31]=1)(=[O:29])=[O:28])[C:10]1[CH:11]=[C:12]2[C:16](=[CH:17][CH:18]=1)[N:15]([C:19](=[O:22])[NH:20][CH3:21])[CH2:14][CH:13]2[C:23](OC)=[O:24])=[O:7])([CH3:4])([CH3:3])[CH3:2].[BH4-].[Li+].C(OCC)(=O)C.C(O)(=O)CC(CC(O)=O)(C(O)=O)O>O1CCCC1>[Cl:37][C:32]1[CH:31]=[C:30]([S:27]([N:9]([CH2:8][C:6]([O:5][C:1]([CH3:4])([CH3:3])[CH3:2])=[O:7])[C:10]2[CH:11]=[C:12]3[C:16](=[CH:17][CH:18]=2)[N:15]([C:19](=[O:22])[NH:20][CH3:21])[CH2:14][CH:13]3[CH2:23][OH:24])(=[O:29])=[O:28])[CH:35]=[C:34]([Cl:36])[CH:33]=1 |f:1.2|. Procedure: 110 mg methyl 5-[tert-butoxycarbonylmethyl-(3,5-dichloro-phenylsulphonyl)-amino]-1-methylcarbamoyl-2,3-dihydro-1H-indole-3-carboxylate are dissolved in 3 ml of tetrahydrofuran, cooled to 0° C., combined with 4.2 mg lithium borohydride and stirred for 1 hour. Then the mixture is allowed to come up to ambient temperature and stirred overnight. Then it is divided between ethyl acetate and ice water, the pH is adjusted to 4 by the addition of citric acid and the phases are separated. The organic pha...